Dataset: the Open Reaction Database (ORD), a public repository of structured organic reaction records. Task: describe an organic reaction: reactants, conditions, products, and yield Starting materials: C([O-])(O)=O.[Na+] (Sodium bicarbonate), ClCCl (dichloromethane), CN1CCN(CC1)C(=O)OC2C3=C(N=CC=N3)C(=O)N2C=4C=CC(=CN4)Cl (Zopiclone), C(C1=CC=CC=C1)(=O)OC(C(O)C(O)C(=O)OC(C1=CC=CC=C1)=O)=O ((+)-O,O′-dibenzoyltartaric acid). Run in O (water). Reaction conditions: temperature 36 celsius, time 45 minute. Yields the product CN1CCN(CC1)C(=O)O[C@H]2C3=C(N=CC=N3)C(=O)N2C=4C=CC(=CN4)Cl (Eszopiclone). RXN SMILES: ClCCl.[CH3:4][N:5]1[CH2:10][CH2:9][N:8]([C:11]([O:13][CH:14]2[N:23]([C:24]3[CH:25]=[CH:26][C:27]([Cl:30])=[CH:28][N:29]=3)[C:21](=[O:22])[C:16]3[N:17]=[CH:18][CH:19]=[N:20][C:15]2=3)=[O:12])[CH2:7][CH2:6]1.C(OC(=O)C(C(C(OC(=O)C1C=CC=CC=1)=O)O)O)(=O)C1C=CC=CC=1.C(=O)(O)[O-].[Na+]>O>[CH3:4][N:5]1[CH2:10][CH2:9][N:8]([C:11]([O:13][C@@H:14]2[N:23]([C:24]3[CH:25]=[CH:26][C:27]([Cl:30])=[CH:28][N:29]=3)[C:21](=[O:22])[C:16]3[N:17]=[CH:18][CH:19]=[N:20][C:15]2=3)=[O:12])[CH2:7][CH2:6]1 |f:3.4|. Procedure details: Mixture of dichloromethane 300 ml, 6-(5-chloropyridin-2-yl)-5-(4-methylpiperazin-1-yl)-carbonyloxy-7-oxo-5,6-dihydropyrrolo-[3,4-b]-pyrazine D (+)-O,O′-dibenzoyltartaric acid salt 100 g (Chiral purity 97%) and water 250 ml was warmed to 35-37° C. Sodium bicarbonate (28.1 g) was added to the mixture and maintained at 35-37° C. Reaction mixture was stirred for 30-60 min and cooled to 25-30° C. Organic layer was separated. The organic layer was washed with 200 ml water and then with activated carbo... Reactants: CC(=O)O, CC(=O)[O-], [NH4+], O=Cc1cccc(Oc2ccccc2)c1, O=C1CSC(=O)N1. The product is O=C1NC(=O)C(=Cc2cccc(Oc3ccccc3)c2)S1. As a reaction SMILES: [CH3:28][C:29](=[O:30])[OH:31].[CH3:9][C:10](=[O:11])[O-:12].[NH4+:8].[O:13]([c:14]1[cH:15][cH:16][cH:17][cH:18][cH:19]1)[c:20]1[cH:21][c:22]([CH:23]=[O:24])[cH:25][cH:26][cH:27]1.[S:1]1[C:2](=[O:7])[NH:3][C:4](=[O:6])[CH2:5]1>>[S:1]1[C:2](=[O:7])[NH:3][C:4](=[O:6])[C:5]1=[CH:23][c:22]1[cH:21][c:20]([O:13][c:14]2[cH:15][cH:16][cH:17][cH:18][cH:19]2)[cH:27][cH:26][cH:25]1.